Dataset: the Open Reaction Database (ORD), a public repository of structured organic reaction records. Task: describe an organic reaction: reactants, conditions, products, and yield Reactants: O (water), solution, C(CCC)[Li] (n-butyllithium), ClC=1C=C(C=CC1)C(C)N1C=NC=C1 (1-(3-chlorophenyl)-1-(1-imidazolyl)-ethane), CN(C)CCN(C)C (TMEDA), CCCCCC (hexane). Run in CC#N (CH3CN), C1CCOC1 (THF), C1CCOC1 (THF). Conditions: temperature -70 celsius, time 20 minute. The product is ClC=1C=C(C=CC1)C(C)(N1C=NC=C1)C1(C2CC3CC(CC1C3)C2)O (1-(3-chlorophenyl)-1-(2-hydroxy-2-adamantyl)-1-(1-imidazolyl)-ethane). Yield: 6.3%. Reaction SMILES: [CH2:1]([Li])[CH2:2][CH2:3][CH3:4].[Cl:6][C:7]1[CH:8]=[C:9]([CH:13]([N:15]2[CH:19]=[CH:18][N:17]=[CH:16]2)[CH3:14])[CH:10]=[CH:11][CH:12]=1.[CH3:20]N(CCN(C)C)C.[OH2:28].C[CH2:30][CH2:31][CH2:32][CH2:33][CH3:34]>C1COCC1.CC#N>[Cl:6][C:7]1[CH:8]=[C:9]([C:13]([C:1]2([OH:28])[CH:33]3[CH2:34][CH:4]4[CH2:20][CH:31]([CH2:30][CH:2]2[CH2:3]4)[CH2:32]3)([N:15]2[CH:19]=[CH:18][N:17]=[CH:16]2)[CH3:14])[CH:10]=[CH:11][CH:12]=1. Procedure details: 36 ml (54 mmol) of a 1.5 molar solution of n-butyllithium in hexane were added dropwise to a solution of 5.37 g (26 mmol) of 1-(3-chlorophenyl)-1-(1-imidazolyl)-ethane and 3.14 g (27 mmol) of TMEDA in 60 ml of absolute THF at -70° C. The mixture was stirred for 20 minutes at -70° C., after which a solution of 3.91 g of adamantone in 20 ml of absolute THF was added dropwise at -70° C. Stirring was continued for 1 hour at -70° C. and for 1.5 hours at -70° C. to room temperature, 100 ml of water we... Reactants: COC(=O)C1=NC=C(C=C1)N (5-aminopyridine-2-carboxylic acid methyl ester), C(C1=CC=CC=C1)=O (benzaldehyde), C1=CC=CC=C1 (benzene). The solvent is O (water). Product: COC(=O)C1=NC=C(C=C1)N=CC1=CC=CC=C1 (5-benzylideneaminopyridine-2-carboxylic acid methyl ester). As a reaction SMILES: [CH3:1][O:2][C:3]([C:5]1[CH:10]=[CH:9][C:8]([NH2:11])=[CH:7][N:6]=1)=[O:4].[CH:12](=O)[C:13]1[CH:18]=[CH:17][CH:16]=[CH:15][CH:14]=1.C1C=CC=CC=1>O>[CH3:1][O:2][C:3]([C:5]1[CH:10]=[CH:9][C:8]([N:11]=[CH:12][C:13]2[CH:18]=[CH:17][CH:16]=[CH:15][CH:14]=2)=[CH:7][N:6]=1)=[O:4]. Reported procedure: The starting material is prepared as follows: The mixture of 17.4 g of 5-aminopyridine-2-carboxylic acid methyl ester, 14.0 g of benzaldehyde and 100 ml of benzene is stirred and refluxed on a water separator for 6.5 hours. The resulting clear solution is evaporated, and the residue recrystallized from benzene-hexane first, then from acetonitrile-diethyl ether, to yield the 5-benzylideneaminopyridine-2-carboxylic acid methyl ester, melting at 84°-89°. Starting materials: C1CCOC1, CO, CCOC(=O)c1c(C)nc(C(C)C)n1COCC[Si](C)(C)C, [Li+], [OH-]. The product is Cc1nc(C(C)C)n(COCC[Si](C)(C)C)c1C(=O)O. RXN SMILES: [CH2:27]1[O:28][CH2:29][CH2:30][CH2:31]1.[CH3:25][OH:26].[CH3:3][c:4]1[n:5][c:6]([CH:22]([CH3:23])[CH3:24])[n:7]([CH2:14][O:15][CH2:16][CH2:17][Si:18]([CH3:19])([CH3:20])[CH3:21])[c:8]1[C:9](=[O:10])[O:11][CH2:12][CH3:13].[Li+:1].[OH-:2]>>[CH3:3][c:4]1[n:5][c:6]([CH:22]([CH3:23])[CH3:24])[n:7]([CH2:14][O:15][CH2:16][CH2:17][Si:18]([CH3:19])([CH3:20])[CH3:21])[c:8]1[C:9](=[O:10])[OH:11]. The reactants are COC1=CC=C(C=C1)C(CC(=O)OCC)=O (ethyl 3-(4-methoxyphenyl)-3-oxopropanoate), N1CCCCC1 (piperidine), NC(C(=CC1=C(C=C(C=C1)N1CCN(CC1)C(=O)OC(C)(C)C)[N+](=O)[O-])C#N)=S (tert-butyl 4-(4-(3-amino-2-cyano-3-thioxoprop-1-enyl)-3-nitrophenyl)piperazine-1-carboxylate), CI (methyl iodide). Run in C(C)O (ethanol), C(C)(=O)O (acetic acid). Run at time 5 hour. The product is C(#N)C1=C(NC(=C(C1C1=C(C=C(C=C1)N1CCN(CC1)C(=O)OC(C)(C)C)[N+](=O)[O-])C(=O)OCC)C1=CC=C(C=C1)OC)SC (tert-butyl 4-(4-(3-cyano-5-(ethoxycarbonyl)-6-(4-methoxyphenyl)-2-(methylthio)-1,4-dihydropyridine-4-yl)-3-nitrophenyl)piperazine-1-carboxylate). Isolated yield 81.8%. Reaction SMILES: [CH3:1][O:2][C:3]1[CH:8]=[CH:7][C:6]([C:9](=O)[CH2:10][C:11]([O:13][CH2:14][CH3:15])=[O:12])=[CH:5][CH:4]=1.N1CCCC[CH2:18]1.[NH2:23][C:24](=[S:51])[C:25]([C:49]#[N:50])=[CH:26][C:27]1[CH:32]=[CH:31][C:30]([N:33]2[CH2:38][CH2:37][N:36]([C:39]([O:41][C:42]([CH3:45])([CH3:44])[CH3:43])=[O:40])[CH2:35][CH2:34]2)=[CH:29][C:28]=1[N+:46]([O-:48])=[O:47].CI>C(O)(=O)C.C(O)C>[C:49]([C:25]1[CH:26]([C:27]2[CH:32]=[CH:31][C:30]([N:33]3[CH2:38][CH2:37][N:36]([C:39]([O:41][C:42]([CH3:43])([CH3:44])[CH3:45])=[O:40])[CH2:35][CH2:34]3)=[CH:29][C:28]=2[N+:46]([O-:48])=[O:47])[C:10]([C:11]([O:13][CH2:14][CH3:15])=[O:12])=[C:9]([C:6]2[CH:7]=[CH:8][C:3]([O:2][CH3:1])=[CH:4][CH:5]=2)[NH:23][C:24]=1[S:51][CH3:18])#[N:50]. Reported procedure: 0.55 g (2.5 mmol) of ethyl 3-(4-methoxyphenyl)-3-oxopropanoate, 10 ml of ethanol and 0.3 ml (3 mmol) of piperidine are added respectively to 1 g (2.5 mmol) of tert-butyl 4-(4-(3-amino-2-cyano-3-thioxoprop-1-enyl)-3-nitrophenyl)piperazine-1-carboxylate. The reaction mixture is stirred at room temperature for 5 h and then 0.31 ml (5 mmol) of methyl iodide is added. After 12 h of stirring, 3 ml of acetic acid is added and the reaction medium is carried at 50° C. for 24 hours. After returning to roo...